This data is from the Open Reaction Database (ORD), a public repository of structured organic reaction records. The task is: describe an organic reaction: reactants, conditions, products, and yield Starting materials: C(C)N(CCCC(O)C1=CC=C(C=C1)NS(=O)(=O)C)CCC1CCCC1 (N-(4-(4-(Ethyl(2-cyclopentylethyl)amino)-1-hydroxybutyl)phenyl)methanesulfonamide), FC(C(=O)O)(F)F (trifluoroacetic acid). The product is C(C)N(CC/C=C/C1=CC=C(C=C1)NS(=O)(=O)C)CCC1CCCC1 ((E)-N-(4-(4-(Ethyl(2-cyclopentylethyl)amino)-1-butenyl)phenyl)methanesulfonamide). Reaction SMILES: [CH2:1]([N:3]([CH2:20][CH2:21][CH:22]1[CH2:26][CH2:25][CH2:24][CH2:23]1)[CH2:4][CH2:5][CH2:6][CH:7]([C:9]1[CH:14]=[CH:13][C:12]([NH:15][S:16]([CH3:19])(=[O:18])=[O:17])=[CH:11][CH:10]=1)O)[CH3:2].FC(F)(F)C(O)=O>>[CH2:1]([N:3]([CH2:20][CH2:21][CH:22]1[CH2:26][CH2:25][CH2:24][CH2:23]1)[CH2:4][CH2:5]/[CH:6]=[CH:7]/[C:9]1[CH:10]=[CH:11][C:12]([NH:15][S:16]([CH3:19])(=[O:17])=[O:18])=[CH:13][CH:14]=1)[CH3:2]. Procedure details: In the process as described in Example 2 the product of Example 9 is treated with trifluoroacetic acid to give the titled compound. Starting materials: C(=O)(OC)COC1=CC=C(CC2C(NC(S2)=O)=O)C=C1 (5-[4-[(carbomethoxy)methoxy]benzyl]thiazolidine-2,4-dione), Cl (HCl), Examples 23-24, [OH-].[Na+] (sodium hydroxide). Run in O (water). Reaction conditions: temperature 12.5 celsius, time 2.5 hour. The product is C(=O)(O)COC1=CC=C(CC2C(NC(S2)=O)=O)C=C1 (5-[4-[(carboxy)methoxy]benzyl]thiazolidine-2,4-dione). RXN SMILES: [C:1]([CH2:5][O:6][C:7]1[CH:20]=[CH:19][C:10]([CH2:11][CH:12]2[S:16][C:15](=[O:17])[NH:14][C:13]2=[O:18])=[CH:9][CH:8]=1)([O:3]C)=[O:2].[OH-].[Na+].Cl>O>[C:1]([CH2:5][O:6][C:7]1[CH:20]=[CH:19][C:10]([CH2:11][CH:12]2[S:16][C:15](=[O:17])[NH:14][C:13]2=[O:18])=[CH:9][CH:8]=1)([OH:3])=[O:2] |f:1.2|. Procedure: A suspension of 5-[4-[(carbomethoxy)methoxy]benzyl]thiazolidine-2,4-dione obtained by following a procedure described in any of Examples 23-24 (135 g, 0.46 M) and water (540 ml, 4 times w/v) was taken in a round bottom flask fitted with a mechanical stirrer. Aq. sodium hydroxide solution (37 g of NaOH in 135 ml of water) was added slowly over a period of 5-10 minutes at 20-25° C. Stirring was continued at ambient temperature for a period of 2-3 h, while monitoring the reaction by TLC. After the ... The reactants are [H-].[Na+] (NaH), C(CC#N)#N (malononitrile), ClC1=C(C=C(C=C1)I)C (2-chloro-5-iodotoluene), C(CC#N)#N (malononitrile), [Cl-].C(C)(C)C1=C(C(=CC=C1)C(C)C)[N+]1=CN(C=C1)C1=C(C=CC=C1C(C)C)C(C)C (1,3-bis(2,6-diisopropylphenyl)imidazolium chloride). The reagents and catalysts are C=1C=CC(=CC1)/C=C/C(=O)/C=C/C2=CC=CC=C2.C=1C=CC(=CC1)/C=C/C(=O)/C=C/C2=CC=CC=C2.C=1C=CC(=CC1)/C=C/C(=O)/C=C/C2=CC=CC=C2.[Pd].[Pd] (tris(dibenzylideneacetone)dipalladium(0)). The solvent is C1CCOC1 (THF), C1CCOC1 (THF), C1CCOC1 (THF), C1CCOC1 (THF). Product: ClC1=C(C=C(C=C1)C(C#N)C#N)C (2-(4-Chloro-3-methylphenyl)malononitrile). RXN SMILES: [C:1](#[N:5])[CH2:2][C:3]#[N:4].[H-].[Na+].[Cl-].C(C1C=CC=C(C(C)C)C=1[N+]1C=CN(C2C(C(C)C)=CC=CC=2C(C)C)C=1)(C)C.[Cl:38][C:39]1[CH:44]=[CH:43][C:42](I)=[CH:41][C:40]=1[CH3:46]>C1COCC1.C1C=CC(/C=C/C(/C=C/C2C=CC=CC=2)=O)=CC=1.C1C=CC(/C=C/C(/C=C/C2C=CC=CC=2)=O)=CC=1.C1C=CC(/C=C/C(/C=C/C2C=CC=CC=2)=O)=CC=1.[Pd].[Pd]>[Cl:38][C:39]1[CH:44]=[CH:43][C:42]([CH:2]([C:1]#[N:5])[C:3]#[N:4])=[CH:41][C:40]=1[CH3:46] |f:1.2,3.4,7.8.9.10.11|. Procedure: A solution of malononitrile (1.79 mL, 28.4 mmol) in THF (6 mL) was added dropwise over 25 minutes to a vigorously stirred, ice-cooled suspension of NaH (60% dispersion in mineral oil, 1.70 g, 42.6 mmol) in THF (40 mL) under a nitrogen atmosphere. The resulting slurry was allowed to warm to room temperature. Meanwhile tris(dibenzylideneacetone)dipalladium(0) (167 mg, 0.182 mmol) and 1,3-bis(2,6-diisopropylphenyl)imidazolium chloride (151 mg, 0.36 mmol) were combined in THF (5 mL) and warmed to 60... Starting materials: C(C1=CC=CC=C1)N1CC2CCC(C(C2C1)(O)C1=C(C=CC=C1)OC)O ((3aRS,4RS,5RS,7aSR)-2-benzyl-4-(2-methoxyphenyl)-4,5-perhydroisoindolediol). Reagents/catalysts: [OH-].[OH-].[Pd+2] (palladium hydroxide on charcoal). The solvent is C(C)O (ethanol). Conditions: temperature 60 celsius. Product: COC1=C(C=CC=C1)C1(C2CNCC2CCC1O)O ((3aRS,4RS,5RS,7aSR)-4-(2-methoxyphenyl)-4,5-perhydroisoindolediol). Isolated yield 91.3%. RXN SMILES: C([N:8]1[CH2:16][CH:15]2[CH:10]([CH2:11][CH2:12][CH:13]([OH:26])[C:14]2([C:18]2[CH:23]=[CH:22][CH:21]=[CH:20][C:19]=2[O:24][CH3:25])[OH:17])[CH2:9]1)C1C=CC=CC=1>[OH-].[OH-].[Pd+2].C(O)C>[CH3:25][O:24][C:19]1[CH:20]=[CH:21][CH:22]=[CH:23][C:18]=1[C:14]1([OH:17])[CH:13]([OH:26])[CH2:12][CH2:11][CH:10]2[CH:15]1[CH2:16][NH:8][CH2:9]2 |f:1.2.3|. Reported procedure: A mixture of 1.5 g of (3aRS,4RS,5RS,7aSR)-2-benzyl-4-(2-methoxyphenyl)-4,5-perhydroisoindolediol and 120 cm3 of anhydrous ethanol is heated to 60° C. with stirring; 0.49 g of 20% palladium hydroxide on charcoal is added and the reaction mixture is then hydrogenated, with stirring, at a temperature of 60° C. and at atmospheric pressure. After reaction for 2 hours, the theoretical volume of hydrogen has been absorbed; the reaction mixture is filtered and then concentrated to dryness under reduced ... Starting materials: ClC1=NC=CC(=N1)N(C1=CC2=C(N(C(=N2)NCCC2=CC=CC=C2)C)C=C1)C (N5-(2-Chloro-pyrimidin-4-yl)-1,N5-dimethyl-N2-phenethyl-1H-benzoimidazole-2,5-diamine), NC=1C=C(C=CC1)S(=O)(=O)N (3-amino-benzenesulfonamide). Yields the product Cl.CN1C(=NC2=C1C=CC(=C2)NC2=NC(=NC=C2)NC=2C=C(C=CC2)S(=O)(=O)N)NCCC2=CC=CC=C2 (3-[4-(1-Methyl-2-phenethylamino-1H-benzoimidazol-5-ylamino)-pyrimidin-2-ylamino]-benzenesulfonamide hydrochloride). RXN SMILES: [Cl:1][C:2]1[N:7]=[C:6]([N:8](C)[C:9]2[CH:27]=[CH:26][C:12]3[N:13]([CH3:25])[C:14]([NH:16][CH2:17][CH2:18][C:19]4[CH:24]=[CH:23][CH:22]=[CH:21][CH:20]=4)=[N:15][C:11]=3[CH:10]=2)[CH:5]=[CH:4][N:3]=1.[NH2:29][C:30]1[CH:31]=[C:32]([S:36]([NH2:39])(=[O:38])=[O:37])[CH:33]=[CH:34][CH:35]=1>>[ClH:1].[CH3:25][N:13]1[C:12]2[CH:26]=[CH:27][C:9]([NH:8][C:6]3[CH:5]=[CH:4][N:3]=[C:2]([NH:29][C:30]4[CH:31]=[C:32]([S:36]([NH2:39])(=[O:37])=[O:38])[CH:33]=[CH:34][CH:35]=4)[N:7]=3)=[CH:10][C:11]=2[N:15]=[C:14]1[NH:16][CH2:17][CH2:18][C:19]1[CH:24]=[CH:23][CH:22]=[CH:21][CH:20]=1 |f:2.3|. Procedure details: The title compound was prepared following the procedure of example 1 with N5-(2-Chloro-pyrimidin-4-yl)-1,N5-dimethyl-N2-phenethyl-1H-benzoimidazole-2,5-diamine (98 mg, 0.25 mmol) and 3-amino-benzenesulfonamide (43 mg, 0.25 mmol) as a white solid (95 mg, 67%). 1H NMR (400 MHz, d6-DMSO) δ 9.83 (br s, 1H), 9.04 (br s, 1H), 8.49 (s, 1H), 7.87 (d, J=6.0 Hz, 1H), 7.72-7.74 (m, 1H), 7.56 (d, J=8.4 Hz, 1H), 7.18-7.40 (m, 11H), 5.72 (d, J=5.6 Hz, 1H), 3.65-3.71 (m, 2H), 3.64 (s, 3H), 3.46 (s, 3H), 2.96 (... The reactants are CCCC=CCO, C[O-], CO, CC(C)O, Cl, O=C1CN2CCC1CC2, [Na+]. Yields the product OC1CN2CCC1CC2. As a reaction SMILES: [CH2:14]([OH:15])[CH:16]=[CH:17][CH2:18][CH2:19][CH3:20].[CH3:11][O-:12].[CH3:25][OH:26].[CH:21]([OH:22])([CH3:23])[CH3:24].[ClH:1].[N:2]12[CH2:3][C:4](=[O:10])[CH:5]([CH2:6][CH2:7]1)[CH2:8][CH2:9]2.[Na+:13]>>[N:2]12[CH2:3][CH:4]([OH:10])[CH:5]([CH2:6][CH2:7]1)[CH2:8][CH2:9]2.